This data is from the Open Reaction Database (ORD), a public repository of structured organic reaction records. The task is: describe an organic reaction: reactants, conditions, products, and yield Starting materials: IC1=CC=C(C=C1)C(F)(F)F (1-iodo-4-trifluoromethyl-benzene), COC(C1=CC(=CC=C1)CN(C(C#CC1=CC=CC=C1)=O)C1=CC=CC=C1)=O (3-{[phenyl-(3-phenyl propynoyl)-amino]-methyl}-benzoic acid methyl ester). Yields the product COC(C1=CC(=CC=C1)CN1C(/C(/C2=CC=CC=C12)=C(/C1=CC=C(C=C1)C(F)(F)F)\C1=CC=CC=C1)=O)=O (3-{2-Oxo-3-[1-phenyl-1-(4-trifluoromethyl-phenyl)-meth-(E)-ylidene]-2,3-dihydro-indol-1-ylmethyl}-benzoic acid methyl ester). Reaction SMILES: I[C:2]1[CH:7]=[CH:6][C:5]([C:8]([F:11])([F:10])[F:9])=[CH:4][CH:3]=1.[CH3:12][O:13][C:14](=[O:39])[C:15]1[CH:20]=[CH:19][CH:18]=[C:17]([CH2:21][N:22]([C:33]2[CH:38]=[CH:37][CH:36]=[CH:35][CH:34]=2)[C:23](=[O:32])[C:24]#[C:25][C:26]2[CH:31]=[CH:30][CH:29]=[CH:28][CH:27]=2)[CH:16]=1>>[CH3:12][O:13][C:14](=[O:39])[C:15]1[CH:20]=[CH:19][CH:18]=[C:17]([CH2:21][N:22]2[C:33]3[C:38](=[CH:37][CH:36]=[CH:35][CH:34]=3)/[C:24](=[C:25](/[C:26]3[CH:27]=[CH:28][CH:29]=[CH:30][CH:31]=3)\[C:2]3[CH:7]=[CH:6][C:5]([C:8]([F:11])([F:10])[F:9])=[CH:4][CH:3]=3)/[C:23]2=[O:32])[CH:16]=1. Procedure details: The title compound was prepared in analogy to Example 5 starting from 1-iodo-4-trifluoromethyl-benzene (commercially available) and 3-{[phenyl-(3-phenyl propynoyl)-amino]-methyl}-benzoic acid methyl ester. 1H NMR (300 Hz, CDCl3) δppm 3.91 (s, 3H), 4.96 (s, 2H), 6.37 (d, 1H), 6.67 (dd, 2H), 7.08 (t, 1H), 7.35-7.40 (m, 7H), 7.49 (d, 2H), 7.71 (d, 2H), 7.95 (d, 1H), 8.01 (s, 1H).